Dataset: the Open Reaction Database (ORD), a public repository of structured organic reaction records. Task: describe an organic reaction: reactants, conditions, products, and yield Starting materials: N1=CC=CC=2NC(CCC(C21)=O)=O (5H-Pyrido[3,2-b]azepine-6,9(7H,8H)-dione), C(C)(=O)[O-].[Na+] (sodium acetate), phenyl hydrazone, Cl.COC1=CC=C(C=C1)NN ((4-methoxyphenyl)hydrazine hydrochloride), C(C)(=O)[O-].[Na+] (sodium acetate). Run in C(C)(=O)O (acetic acid). Conditions: temperature 70 celsius, time 30 minute. The product is COC=1C=C2C3=C(NC2=CC1)C1=C(NC(C3)=O)C=CC=N1 (9-Methoxy-7,12-dihydro-pyrido[3′,2′:2,3]azepino[4,5-b]indole-6(5H)-one). Reaction SMILES: [N:1]1[C:11]2[C:10](=O)[CH2:9][CH2:8][C:7](=[O:13])[NH:6][C:5]=2[CH:4]=[CH:3][CH:2]=1.Cl.[CH3:15][O:16][C:17]1[CH:22]=[CH:21][C:20]([NH:23]N)=[CH:19][CH:18]=1.C([O-])(=O)C.[Na+]>C(O)(=O)C>[CH3:15][O:16][C:17]1[CH:18]=[C:19]2[C:20](=[CH:21][CH:22]=1)[NH:23][C:10]1[C:11]3[N:1]=[CH:2][CH:3]=[CH:4][C:5]=3[NH:6][C:7](=[O:13])[CH2:8][C:9]2=1 |f:1.2,3.4|. Procedure details: 5H-Pyrido[3,2-b]azepine-6,9(7H,8H)-dione (484 mg; 2.74 mmol), (4-methoxyphenyl)hydrazine hydrochloride (527 mg, 3.02 mmol), and sodium acetate (242 mg; 3.02 mmol) were suspended in glacial acetic acid (30 mL) and stirred for 30 min. at 70° C. After cooling to room temperature, the mixture was poured into a 5% aqueous sodium acetate solution. The precipitate, consisting of the corresponding phenyl hydrazone, was filtered off with suction, washed successively with 5% aqueous sodium acetate solutio... The reactants are CNC(=O)Oc1ccccc1OC(C)C, CN(C)C=O, CCOCC, CCOP(=S)(OCC)N(SCl)c1ccccc1, O. Product: CCOP(=S)(OCC)N(SCNC(=O)Oc1ccccc1OC(C)C)c1ccccc1. Reaction SMILES: [CH3:18][NH:19][C:20]([O:21][c:22]1[c:23]([O:28][CH:29]([CH3:30])[CH3:31])[cH:24][cH:25][cH:26][cH:27]1)=[O:32].[CH3:33][N:34]([CH3:35])[CH:36]=[O:37].[CH3:38][CH2:39][O:40][CH2:41][CH3:42].[Cl:1][S:2][N:3]([P:4]([O:5][CH2:6][CH3:7])([O:8][CH2:9][CH3:10])=[S:11])[c:12]1[cH:13][cH:14][cH:15][cH:16][cH:17]1.[OH2:43]>>[S:2]([N:3]([P:4]([O:5][CH2:6][CH3:7])([O:8][CH2:9][CH3:10])=[S:11])[c:12]1[cH:13][cH:14][cH:15][cH:16][cH:17]1)[CH2:18][NH:19][C:20]([O:21][c:22]1[c:23]([O:28][CH:29]([CH3:30])[CH3:31])[cH:24][cH:25][cH:26][cH:27]1)=[O:32]. The reactants are C([O-])([O-])=O.[Cs+].[Cs+] (Cesium carbonate), IC (iodomethane), O=C1C=C2C=3N(CC(CCN2)=O)C=NC3C1CC(=O)OC(C)(C)C (tert-butyl (2,7-dioxo-5,6,7,8-tetrahydro-4H-imidazo[1,5,4-fg][1,6]benzodiazocin-1 (2H)-yl)acetate), O=C1C=C2C=3N(CC(CCN2)=O)C=NC3C1CC(=O)OC(C)(C)C (tert-butyl (2,7-dioxo-5,6,7,8-tetrahydro-4H-imidazo[1,5,4-fg][1,6]benzodiazocin-1 (2H)-yl)acetate). Run in CN(C)C=O (DMF). Reaction conditions: time 18 hour. Yields the product CC1C(CCNC=2C=3N1C=NC3C(C(C2)=O)CC(=O)OC(C)(C)C)=O (tert-Butyl (8-methyl-2,7-dioxo-5,6,7,8-tetrahydro-4H-imidazo[1,5,4-fg][1,6]-benzodiazocin-1(2H)-yl)acetate). RXN SMILES: [C:1](=O)([O-])[O-].[Cs+].[Cs+].IC.[O:9]=[C:10]1[CH:24]([CH2:25][C:26]([O:28][C:29]([CH3:32])([CH3:31])[CH3:30])=[O:27])[C:23]2[N:22]=[CH:21][N:14]3[CH2:15][C:16](=[O:20])[CH2:17][CH2:18][NH:19][C:12]([C:13]=23)=[CH:11]1>CN(C=O)C>[CH3:1][CH:15]1[N:14]2[CH:21]=[N:22][C:23]3[CH:24]([CH2:25][C:26]([O:28][C:29]([CH3:32])([CH3:31])[CH3:30])=[O:27])[C:10](=[O:9])[CH:11]=[C:12]([C:13]=32)[NH:19][CH2:18][CH2:17][C:16]1=[O:20] |f:0.1.2|. Procedure: Cesium carbonate (214 mg, 0.66 mmol) and iodomethane (93 mg, 0.66 mmol) were added to a solution of tert-butyl (2,7-dioxo-5,6,7,8-tetrahydro-4H-imidazo[1,5,4-fg][1,6]benzodiazocin-1 (2H)-yl)acetate (109 mg, 0.33 mmol, described in Intermediate 27) in DMF (5 mL). After 18 h, the mixture was purified directly by HPLC using a reversed phase C18 column and eluting with a gradient of H2O:CH3CN:CF3CO2H—90:10:0.1 to 5:95:0.1. Lyophilization provided the title compound. MS: m/z=346 (M+1). Reactants: CCOC(C)=O, O=Cc1ccc(F)cc1, Nn1cncn1, C1CCOC1, Cc1ccc(S(=O)(=O)O)cc1. The product is Fc1ccc(C=Nn2cncn2)cc1. Reaction SMILES: [CH3:32][CH2:33][O:34][C:35](=[O:36])[CH3:37].[F:7][c:8]1[cH:9][cH:10][c:11]([CH:12]=[O:13])[cH:14][cH:15]1.[NH2:1][n:2]1[n:3][cH:4][n:5][cH:6]1.[O:27]1[CH2:28][CH2:29][CH2:30][CH2:31]1.[c:16]1([CH3:17])[cH:18][cH:19][c:20]([S:21]([OH:22])(=[O:23])=[O:24])[cH:25][cH:26]1>>[N:1]([n:2]1[n:3][cH:4][n:5][cH:6]1)=[CH:12][c:11]1[cH:10][cH:9][c:8]([F:7])[cH:15][cH:14]1. The reactants are C(C1=CC=CC=C1)OC1=C(C(=O)OCC2=CC=CC=C2)C=CC(=C1)B1OC(C(O1)(C)C)(C)C (benzyl 2-benzyloxy-4-(4,4,5,5-tetramethyl-1,3,2-dioxaborolan-2-yl)benzoate), O1CCCC1 (tetrahydrofuran). Reagents/catalysts: [C].[Pd] (palladium-carbon). Solvent: CO (methanol). Reaction conditions: time 3 hour. Product: OC1=C(C(=O)O)C=CC(=C1)B1OC(C(O1)(C)C)(C)C (2-Hydroxy-4-(4,4,5,5-tetramethyl-1,3,2-dioxaborolan-2-yl)-benzoic acid). The yield is 101.1%. RXN SMILES: C([O:8][C:9]1[CH:24]=[C:23]([B:25]2[O:29][C:28]([CH3:31])([CH3:30])[C:27]([CH3:33])([CH3:32])[O:26]2)[CH:22]=[CH:21][C:10]=1[C:11]([O:13]CC1C=CC=CC=1)=[O:12])C1C=CC=CC=1.O1CCCC1>CO.[C].[Pd]>[OH:8][C:9]1[CH:24]=[C:23]([B:25]2[O:29][C:28]([CH3:31])([CH3:30])[C:27]([CH3:33])([CH3:32])[O:26]2)[CH:22]=[CH:21][C:10]=1[C:11]([OH:13])=[O:12] |f:3.4|. Reported procedure: To a solution of benzyl 2-benzyloxy-4-(4,4,5,5-tetramethyl-1,3,2-dioxaborolan-2-yl)benzoate (0.243 g) in methanol (6 mL)/tetrahydrofuran (6 mL) was added 10% palladium-carbon (0.05 g) at room temperature under an atmosphere of argon. The mixture was stirred at room temperature for 3 hrs under an atmosphere of hydrogen. The catalyst was removed by filtration, and the solvent was evaporated under reduced pressure to afford the title compound (0.146 g). Starting materials: CNC(=O)NNC(=O)c1ncc([N+](=O)[O-])n1C, CNc1nnc(-c2ncc([N+](=O)[O-])n2C)o1. Product: Cn1c([N+](=O)[O-])cnc1-c1nnc(N)o1. Reaction SMILES: [CH3:17][n:18]1[c:19]([N+:20]([O-:21])=[O:22])[cH:23][n:24][c:25]1[C:26]([NH:27][NH:28][C:29]([NH:30][CH3:31])=[O:32])=[O:33].[CH3:1][NH:2][c:3]1[o:4][c:5](-[c:8]2[n:9]([CH3:16])[c:10]([N+:13](=[O:14])[O-:15])[cH:11][n:12]2)[n:6][n:7]1>>[NH2:2][c:3]1[o:4][c:5](-[c:8]2[n:9]([CH3:16])[c:10]([N+:13](=[O:14])[O-:15])[cH:11][n:12]2)[n:6][n:7]1. Starting materials: COc1ccc(C(=O)O)c(C)c1, O=C(Cl)C(=O)Cl, ClCCl, [K+], [K+], O=C([O-])[O-], CN(C)C=O. The product is COc1ccc(C(N)=O)c(C)c1. As a reaction SMILES: [CH3:1][O:2][c:3]1[cH:4][c:5]([CH3:12])[c:6]([C:7](=[O:8])[OH:9])[cH:10][cH:11]1.[Cl:18][C:19]([C:20]([Cl:21])=[O:22])=[O:23].[Cl:30][CH2:31][Cl:32].[K+:24].[K+:25].[O-:26][C:27]([O-:28])=[O:29].[O:13]=[CH:14][N:15]([CH3:16])[CH3:17]>>[CH3:1][O:2][c:3]1[cH:4][c:5]([CH3:12])[c:6]([C:7](=[O:8])[NH2:15])[cH:10][cH:11]1.